From a dataset of the Open Reaction Database (ORD), a public repository of structured organic reaction records. describe an organic reaction: reactants, conditions, products, and yield The reactants are N#Cc1cc2c(Oc3ccc(NC(=O)NC4CC4)c(F)c3)ccnc2cc1OCC1CCNCC1, CC(=O)O[BH-](OC(C)=O)OC(C)=O, C=O, CCOC(C)=O, CC(=O)O, [Na+], [Na+], C1CCOC1, [OH-]. Product: CN1CCC(COc2cc3nccc(Oc4ccc(NC(=O)NC5CC5)c(F)c4)c3cc2C#N)CC1. Reaction SMILES: [C:1](#[N:2])[c:3]1[cH:4][c:5]2[c:6]([O:21][c:22]3[cH:23][c:24]([F:35])[c:25]([NH:28][C:29](=[O:30])[NH:31][CH:32]4[CH2:33][CH2:34]4)[cH:26][cH:27]3)[cH:7][cH:8][n:9][c:10]2[cH:11][c:12]1[O:13][CH2:14][CH:15]1[CH2:16][CH2:17][NH:18][CH2:19][CH2:20]1.[C:38]([O:39][BH-:40]([O:41][C:42](=[O:43])[CH3:44])[O:45][C:46](=[O:47])[CH3:48])(=[O:49])[CH3:50].[CH2:36]=[O:37].[CH3:59][CH2:60][O:61][C:62](=[O:63])[CH3:64].[CH3:65][C:66](=[O:67])[OH:68].[Na+:51].[Na+:53].[O:54]1[CH2:55][CH2:56][CH2:57][CH2:58]1.[OH-:52]>>[C:1](#[N:2])[c:3]1[cH:4][c:5]2[c:6]([O:21][c:22]3[cH:23][c:24]([F:35])[c:25]([NH:28][C:29](=[O:30])[NH:31][CH:32]4[CH2:33][CH2:34]4)[cH:26][cH:27]3)[cH:7][cH:8][n:9][c:10]2[cH:11][c:12]1[O:13][CH2:14][CH:15]1[CH2:16][CH2:17][N:18]([CH3:38])[CH2:19][CH2:20]1. Reactants: Title compound 11B, NC=1C=C(C=CC1)N1N=CC=2C1=NC=NC2N (1-(3-amino-phenyl)-1H-pyrazolo[3,4-d]pyrimidin-4-ylamine), COC1=CC=C(C=C1)S(=O)(=O)Cl (4-methoxybenzenesulphonylchloride), C(C)(C)N(CC)C(C)C (diisopropylethylamine), CN(C)C=O (DMF). The solvent is CO (Methanol). Run at time 15 hour. Product: NC1=C2C(=NC=N1)N(N=C2)C=2C=C(C=CC2)NS(=O)(=O)C2=CC=C(C=C2)OC (N-[3-(4-Amino-pyrazolo[3,4-d]pyrimidin-1-yl)-phenyl]-4-methoxy-benzenesulfonamide). Isolated yield 53.3%. As a reaction SMILES: [NH2:1][C:2]1[CH:3]=[C:4]([N:8]2[C:12]3=[N:13][CH:14]=[N:15][C:16]([NH2:17])=[C:11]3[CH:10]=[N:9]2)[CH:5]=[CH:6][CH:7]=1.[CH3:18][O:19][C:20]1[CH:25]=[CH:24][C:23]([S:26](Cl)(=[O:28])=[O:27])=[CH:22][CH:21]=1.C(N(C(C)C)CC)(C)C.CN(C=O)C>CO>[NH2:17][C:16]1[N:15]=[CH:14][N:13]=[C:12]2[N:8]([C:4]3[CH:3]=[C:2]([NH:1][S:26]([C:23]4[CH:22]=[CH:21][C:20]([O:19][CH3:18])=[CH:25][CH:24]=4)(=[O:28])=[O:27])[CH:7]=[CH:6][CH:5]=3)[N:9]=[CH:10][C:11]=12. Procedure details: Title compound 11B, 1-(3-amino-phenyl)-1H-pyrazolo[3,4-d]pyrimidin-4-ylamine (36 mg, 1.1 eq, 0.16 mmol), 4-methoxybenzenesulphonylchloride (30 mg, 1.0 eq, 0.15 mmol) and diisopropylethylamine (25 μl, 1.0 eq, 0.15 mmol) were added to DMF (1 ml) and the mixture was stirred for 15 hours at room temperature under an inert atmosphere. Methanol was then added (1 ml) and the solvents were removed in vacuo. The resultant solid was purified by semi-preparative HPLC to yield the title compound as a white ... Reactants: COC(N=C(C(=NC1=CC=C(C=C1)C1=NOC(=N1)C)C1=CC(=NC(=C1)C)OC)SC)=O ({2-(2-methoxy-6-methylpyridin-4-yl)-2-[4-(5-methyl-[1,2,4]oxadiazol-3-yl)phenylimino]-1-methylsulfanylethylidene}carbamic acid methyl ester), COC(N=C(C(=NC1=CC=C(C=C1)C1=NOC(=N1)C)C1=CC(=NC(=C1)OC)OC)SC)=O ({2-(2,6-dimethoxypyridin-4-yl)-2-[4-(5-methyl-[1,2,4]oxadiazol-3-yl)phenylimino]-1-methylsulfanylethylidene}carbamic acid methyl ester), FC=1C(=NC=CC1)NN ((3-fluoropyridin-2-yl)hydrazine). Product: [N+](=O)([O-])C=1C(=NC=CC1)NN ((3-nitropyridin-2-yl)hydrazine), C(C)(=O)O.COC1=NC(=CC(=C1)C(C1=NN(C(N1)=O)C1=NC=CC=C1F)NC1=CC=C(C(=N)N)C=C1)OC (4-{[(2,6-dimethoxypyridin-4-yl)-[1-(3-fluoropyridin-2-yl)-5-oxo-4,5-dihydro-1H-[1,2,4]triazol-3-yl)methyl]amino}benzamidine acetate). RXN SMILES: C[O:2][C:3](=[O:32])[N:4]=[C:5](SC)[C:6]([C:20]1[CH:25]=[C:24]([O:26][CH3:27])[N:23]=[C:22]([O:28][CH3:29])[CH:21]=1)=[N:7][C:8]1[CH:13]=[CH:12][C:11]([C:14]2[N:18]=C(C)[O:16][N:15]=2)=[CH:10][CH:9]=1.[F:33][C:34]1[C:35]([NH:40][NH2:41])=[N:36][CH:37]=[CH:38][CH:39]=1.C[O:43]C(=O)N=C(SC)C(C1C=C(C)N=[C:63]([O:68]C)[CH:62]=1)=NC1C=CC(C2N=C(C)ON=2)=CC=1>>[N+:15]([C:34]1[C:35]([NH:40][NH2:41])=[N:36][CH:37]=[CH:38][CH:39]=1)([O-:16])=[O:43].[C:63]([OH:68])(=[O:2])[CH3:62].[CH3:29][O:28][C:22]1[CH:21]=[C:20]([CH:6]([NH:7][C:8]2[CH:9]=[CH:10][C:11]([C:14]([NH2:15])=[NH:18])=[CH:12][CH:13]=2)[C:5]2[NH:4][C:3](=[O:32])[N:40]([C:35]3[C:34]([F:33])=[CH:39][CH:38]=[CH:37][N:36]=3)[N:41]=2)[CH:25]=[C:24]([O:26][CH3:27])[N:23]=1 |f:4.5|. Procedure: The same procedure was carried out as in Example (19c), except that {2-(2,6-dimethoxypyridin-4-yl)-2-[4-(5-methyl-[1,2,4]oxadiazol-3-yl)phenylimino]-1-methylsulfanylethylidene}carbamic acid methyl ester and (3-fluoropyridin-2-yl)hydrazine were used instead of respectively the {2-(2-methoxy-6-methylpyridin-4-yl)-2-[4-(5-methyl-[1,2,4]oxadiazol-3-yl)phenylimino]-1-methylsulfanylethylidene}carbamic acid methyl ester and the (3-nitropyridin-2-yl)hydrazine, to give 4-{[(2,6-dimethoxypyridin-4-yl)-[1-... Reactants: C(C)(C)(C)OC(=O)N1CCN(CC1)C(=O)C1=C(C(=C2N1N=CC(=C2)C(=O)O)C2=CC=CC=C2)CC2=C(C(=CC=C2)F)C (7-(4-tert-Butoxycarbonyl-piperazine-1-carbonyl)-6-(3-fluoro-2-methyl-benzyl)-5-phenyl-pyrrolo[1,2-b]pyridazine-3-carboxylic acid), Cl.CNOC (N,O-dimethylhydroxylamine hydrochloride), CN(C)C(=[N+](C)C)ON1C2=C(C=CC=C2)N=N1.[B-](F)(F)(F)F (TBTU). The solvent is C(Cl)Cl (DCM), C(Cl)Cl (DCM). Product: C(C)(C)(C)OC(=O)N1CCN(CC1)C(=O)C1=C(C(=C2N1N=CC(=C2)C(N(C)OC)=O)C2=CC=CC=C2)CC2=C(C(=CC=C2)F)C (4-[6-(3-Fluoro-2-methyl-benzyl)-3-(N-methoxy-N-methyl-carbamoyl)-5-phenyl-pyrrolo[1,2-b]pyridazin-7-carbonyl]-piperazine-1-carboxylic acid tert-butyl ester). The yield is 91.9%. RXN SMILES: [C:1]([O:5][C:6]([N:8]1[CH2:13][CH2:12][N:11]([C:14]([C:16]2[N:20]3[N:21]=[CH:22][C:23]([C:25]([OH:27])=O)=[CH:24][C:19]3=[C:18]([C:28]3[CH:33]=[CH:32][CH:31]=[CH:30][CH:29]=3)[C:17]=2[CH2:34][C:35]2[CH:40]=[CH:39][CH:38]=[C:37]([F:41])[C:36]=2[CH3:42])=[O:15])[CH2:10][CH2:9]1)=[O:7])([CH3:4])([CH3:3])[CH3:2].Cl.[CH3:44][NH:45][O:46][CH3:47].CN(C(ON1N=NC2C=CC=CC1=2)=[N+](C)C)C.[B-](F)(F)(F)F>C(Cl)Cl>[C:1]([O:5][C:6]([N:8]1[CH2:13][CH2:12][N:11]([C:14]([C:16]2[N:20]3[N:21]=[CH:22][C:23]([C:25](=[O:27])[N:45]([O:46][CH3:47])[CH3:44])=[CH:24][C:19]3=[C:18]([C:28]3[CH:33]=[CH:32][CH:31]=[CH:30][CH:29]=3)[C:17]=2[CH2:34][C:35]2[CH:40]=[CH:39][CH:38]=[C:37]([F:41])[C:36]=2[CH3:42])=[O:15])[CH2:10][CH2:9]1)=[O:7])([CH3:2])([CH3:3])[CH3:4] |f:1.2,3.4|. Procedure details: A solution of the compound of example 8, step 11 (1.002 g, 1.75 mmol), N,O-dimethylhydroxylamine hydrochloride (0.213 g, 2.19 mmol), EDIA (0.76 ml, 4.38 mmol) and TBTU (0.702 g, 2.19 mmol) in 15 ml of anhydrous DCM was stirred at room temperature for 4 h. DCM (15 ml) was then added and the solution was washed with 0.5 N hydrochloric acid (30 ml), a saturated solution of sodium hydrogencarbonate (15 ml) and brine (15 ml), dried over magnesium sulfate, filtered and evaporated to dryness under redu... The reactants are [N+](=O)([O-])C1=CC=C(C=C1)N1CCC(CC1)CO ([1-(4-nitro-phenyl)-piperidin-4-yl]-methanol), IC (iodomethane), [H-].[Na+] (sodium hydride). Run in CN(C=O)C (N,N-dimethylformamide). Run at time 5 hour. The product is COCC1CCN(CC1)C1=CC=C(C=C1)[N+](=O)[O-] (4-methoxymethyl-1-(4-nitro-phenyl)-piperidine). The yield is 60.0%. Reaction SMILES: [N+:1]([C:4]1[CH:9]=[CH:8][C:7]([N:10]2[CH2:15][CH2:14][CH:13]([CH2:16][OH:17])[CH2:12][CH2:11]2)=[CH:6][CH:5]=1)([O-:3])=[O:2].I[CH3:19].[H-].[Na+]>CN(C)C=O>[CH3:19][O:17][CH2:16][CH:13]1[CH2:12][CH2:11][N:10]([C:7]2[CH:8]=[CH:9][C:4]([N+:1]([O-:3])=[O:2])=[CH:5][CH:6]=2)[CH2:15][CH2:14]1 |f:2.3|. Reported procedure: To a 0° C. mixture of [1-(4-nitro-phenyl)-piperidin-4-yl]-methanol and iodomethane (0.25 mL, 4.0 mmol) in N,N-dimethylformamide (3 mL) is added sodium hydride (60% dispersion in mineral oil, 80 mg, 2.0 mmol). The cooling bath is removed and the mixture is stirred at room temperature for five hours before it is re-cooled to 0° C. and quenched by the addition of saturated aqueous sodium hydrogen carbonate solution. The precipitated solid is collected by Büchner filtration, washed with water, and d...